Dataset: the Open Reaction Database (ORD), a public repository of structured organic reaction records. Task: describe an organic reaction: reactants, conditions, products, and yield Starting materials: FC=1C=C2C(=NC1)N(C=C2B2OC(C(O2)(C)C)(C)C)S(=O)(=O)C2=CC=C(C=C2)C (5-fluoro-1-(p-tolylsulfonyl)-3-(4,4,5,5-tetramethyl-1,3,2-dioxaborolan-2-yl)pyrrolo[2,3-b]pyridine), FC=1C=C2C(=NC1)N(C=C2B2OC(C(O2)(C)C)(C)C)S(=O)(=O)C2=CC=C(C=C2)C (5-fluoro-1-(p-tolylsulfonyl)-3-(4,4,5,5-tetramethyl-1,3,2-dioxaborolan-2-yl)pyrrolo[2,3-b]pyridine), ClC1=NC=C(C(=N1)N[C@H](CS(=O)(=O)CC(=O)OC(C)(C)C)C(C)(C)C)F ((S)-tert-Butyl 2-(2-(2-chloro-5-fluoropyrimidin-4-ylamino)-3,3-dimethylbutyl-sulfonyl)ethanoate), ClC1=NC=C(C(=N1)N[C@H](CS(=O)(=O)CC(=O)OC(C)(C)C)C(C)(C)C)F ((S)-tert-Butyl 2-(2-(2-chloro-5-fluoropyrimidin-4-ylamino)-3,3-dimethylbutyl-sulfonyl)ethanoate), [O-]P(=O)([O-])[O-].[K+].[K+].[K+] (K3PO4). Reagents/catalysts: C=1C=CC(=CC1)/C=C/C(=O)/C=C/C2=CC=CC=C2.C=1C=CC(=CC1)/C=C/C(=O)/C=C/C2=CC=CC=C2.C=1C=CC(=CC1)/C=C/C(=O)/C=C/C2=CC=CC=C2.[Pd].[Pd] (Pd2(dba)3), CC(C)C1=CC(=C(C(=C1)C(C)C)C2=C(C=CC=C2)P(C3CCCCC3)C4CCCCC4)C(C)C (X-Phos). The solvent is 2-methyl THF, O (water). Run at temperature 115 celsius. Product: FC=1C(=NC(=NC1)C1=CN(C2=NC=C(C=C21)F)S(=O)(=O)C2=CC=C(C)C=C2)N[C@H](CS(=O)(=O)CC(=O)OC(C)(C)C)C(C)(C)C ((S)-tert-Butyl 2-(2-(5-fluoro-2-(5-fluoro-1-tosyl-1H-pyrrolo[2,3-b]pyridin-3-yl)pyrimidin-4-ylamino)-3,3-dimethylbutylsulfonyl)ethanoate). RXN SMILES: [F:1][C:2]1[CH:3]=[C:4]2[C:10](B3OC(C)(C)C(C)(C)O3)=[CH:9][N:8]([S:20]([C:23]3[CH:28]=[CH:27][C:26]([CH3:29])=[CH:25][CH:24]=3)(=[O:22])=[O:21])[C:5]2=[N:6][CH:7]=1.Cl[C:31]1[N:36]=[C:35]([NH:37][C@@H:38]([C:51]([CH3:54])([CH3:53])[CH3:52])[CH2:39][S:40]([CH2:43][C:44]([O:46][C:47]([CH3:50])([CH3:49])[CH3:48])=[O:45])(=[O:42])=[O:41])[C:34]([F:55])=[CH:33][N:32]=1.[O-]P([O-])([O-])=O.[K+].[K+].[K+]>O.C1C=CC(/C=C/C(/C=C/C2C=CC=CC=2)=O)=CC=1.C1C=CC(/C=C/C(/C=C/C2C=CC=CC=2)=O)=CC=1.C1C=CC(/C=C/C(/C=C/C2C=CC=CC=2)=O)=CC=1.[Pd].[Pd].CC(C1C=C(C(C)C)C(C2C=CC=CC=2P(C2CCCCC2)C2CCCCC2)=C(C(C)C)C=1)C>[F:55][C:34]1[C:35]([NH:37][C@@H:38]([C:51]([CH3:54])([CH3:53])[CH3:52])[CH2:39][S:40]([CH2:43][C:44]([O:46][C:47]([CH3:49])([CH3:48])[CH3:50])=[O:45])(=[O:42])=[O:41])=[N:36][C:31]([C:10]2[C:4]3[C:5](=[N:6][CH:7]=[C:2]([F:1])[CH:3]=3)[N:8]([S:20]([C:23]3[CH:24]=[CH:25][C:26]([CH3:29])=[CH:27][CH:28]=3)(=[O:21])=[O:22])[CH:9]=2)=[N:32][CH:33]=1 |f:2.3.4.5,7.8.9.10.11|. Procedure details: A solution of 5-fluoro-1-(p-tolylsulfonyl)-3-(4,4,5,5-tetramethyl-1,3,2-dioxaborolan-2-yl)pyrrolo[2,3-b]pyridine, 7a, (0.76 g, 1.83 mmol), (S)-tert-Butyl 2-(2-(2-chloro-5-fluoropyrimidin-4-ylamino)-3,3-dimethylbutyl-sulfonyl)ethanoate, 169a, (0.75 g, 1.83 mmol) and K3PO4 (0.93 g, 4.39 mmol) in 2-methyl THF (10 mL) and water (2 mL) was degassed under a stream of nitrogen for 30 minutes. X-Phos (0.06 g, 0.12 mmol) and Pd2(dba)3 (0.03 g, 0.03 mmol) were added and the reaction mixture was heated at ... Starting materials: compound 751, ClC=1C=C(CN(C(=O)C2=C(C(N(C2)CCCC(=O)O)=O)O)C)C=CC1Cl (4-{4-[(3,4-dichloro-benzyl)-methyl-carbamoyl]-3-hydroxy-2-oxo-2,5-dihydro-pyrrol-1-yl}-butyric acid), C1(=CC=CC=C1)C1(CC1)S(=O)(=O)N (1-phenyl-cyclopropanesulfonic acid amide). Yields the product ClC=1C=C(CN(C(=O)C=2CN(C(C2O)=O)CCCC(NS(=O)(=O)C2(CC2)C2=CC=CC=C2)=O)C)C=CC1Cl (4-Hydroxy-5-oxo-1-[4-oxo-4-(1-phenyl-cyclopropanesulfonylamino)-butyl]-2,5-dihydro-1H-pyrrole-3-carboxylic acid (3,4-dichloro-benzyl)-methyl-amide), powder. The yield is 3.0%. Reaction SMILES: [Cl:1][C:2]1[CH:3]=[C:4]([CH:23]=[CH:24][C:25]=1[Cl:26])[CH2:5][N:6]([CH3:22])[C:7]([C:9]1[CH2:13][N:12]([CH2:14][CH2:15][CH2:16][C:17]([OH:19])=O)[C:11](=[O:20])[C:10]=1[OH:21])=[O:8].[C:27]1([C:33]2([S:36]([NH2:39])(=[O:38])=[O:37])[CH2:35][CH2:34]2)[CH:32]=[CH:31][CH:30]=[CH:29][CH:28]=1>>[Cl:1][C:2]1[CH:3]=[C:4]([CH:23]=[CH:24][C:25]=1[Cl:26])[CH2:5][N:6]([CH3:22])[C:7]([C:9]1[CH2:13][N:12]([CH2:14][CH2:15][CH2:16][C:17](=[O:19])[NH:39][S:36]([C:33]2([C:27]3[CH:32]=[CH:31][CH:30]=[CH:29][CH:28]=3)[CH2:34][CH2:35]2)(=[O:37])=[O:38])[C:11](=[O:20])[C:10]=1[OH:21])=[O:8]. Procedure details: Compound 757 was prepared from 4-{4-[(3,4-dichloro-benzyl)-methyl-carbamoyl]-3-hydroxy-2-oxo-2,5-dihydro-pyrrol-1-yl}-butyric acid and 1-phenyl-cyclopropanesulfonic acid amide using the method described for compound 751. The title compound was purified by preparative HPLC (C18, ODS-A, S-75 μm, 50% acetonitrile/water/0.5% TFA) and isolated as a white powder (0.0026 g, 3% yield). HRMS (M−H) calcd for C26H30N3Cl2O6S: 582.12324. found: 582.1215. Reactants: COC(=O)CNC(=O)c1c(O)c2ccc(Br)cc2n(C)c1=O, C#C[Si](C)(C)C, CCN(C(C)C)C(C)C, [Cu]I, C1CCOC1. Yields the product COC(=O)CNC(=O)c1c(O)c2ccc(C#C[Si](C)(C)C)cc2n(C)c1=O. RXN SMILES: [Br:1][c:2]1[cH:3][cH:4][c:5]2[c:6]([OH:22])[c:7]([C:14](=[O:15])[NH:16][CH2:17][C:18](=[O:19])[O:20][CH3:21])[c:8](=[O:13])[n:9]([CH3:12])[c:10]2[cH:11]1.[C:23](#[CH:24])[Si:25]([CH3:26])([CH3:27])[CH3:28].[CH2:29]([N:30]([CH:31]([CH3:32])[CH3:33])[CH:34]([CH3:35])[CH3:36])[CH3:37].[Cu:43][I:44].[O:38]1[CH2:39][CH2:40][CH2:41][CH2:42]1>>[c:2]1([C:24]#[C:23][Si:25]([CH3:26])([CH3:27])[CH3:28])[cH:3][cH:4][c:5]2[c:6]([OH:22])[c:7]([C:14](=[O:15])[NH:16][CH2:17][C:18](=[O:19])[O:20][CH3:21])[c:8](=[O:13])[n:9]([CH3:12])[c:10]2[cH:11]1.